This data is from the Open Reaction Database (ORD), a public repository of structured organic reaction records. The task is: describe an organic reaction: reactants, conditions, products, and yield Starting materials: [N+](=O)([O-])C=1C=C(C=CC1)N=C=O (3-nitrophenylisocyanate), C(CC)N (PrNH2), [O-]S(=O)S(=O)[O-].[Na+].[Na+] (Na2S2O4). The solvent is C1CCOC1 (THF), C1CCOC1.O (THF H2O). Yields the product NC=1C=C(C=CC1)NC(=O)NCCC (N-3-aminophenyl-N'-propylurea). Reaction SMILES: [N+:1]([C:4]1[CH:5]=[C:6]([N:10]=[C:11]=[O:12])[CH:7]=[CH:8][CH:9]=1)([O-])=O.[CH2:13]([NH2:16])[CH2:14][CH3:15].[O-]S(S([O-])=O)=O.[Na+].[Na+]>C1COCC1.C1COCC1.O>[NH2:1][C:4]1[CH:5]=[C:6]([NH:10][C:11]([NH:16][CH2:13][CH2:14][CH3:15])=[O:12])[CH:7]=[CH:8][CH:9]=1 |f:2.3.4,6.7|. Procedure details: Following the procedure described in part E of Example 1 (R), (S)-α-[[2-[((1,1-dimethylethyl)dimethylsilyl)oxy]-2-[4-hydroxy-3-[(methylsulfonyl)amino]phenyl]ethyl]amino]-4-methoxybenzeneacetic acid was condensed with N-3-aminophenyl-N'-propylurea to generate the title compound. The N-3-aminophenyl-N'-propylurea was prepared by sequentially treating commercial 3-nitrophenylisocyanate with PrNH2 in THF at 20° C. followed by reduction with Na2S2O4 in THF/H2O at 100° C. The reactants are C(C)OP(=O)(OCC)C1N(C2=CC=CC=C2C=C1)C(=O)[O-] (diethoxyphosphinyl-1(2H)-quinoline carboxylate), BrCCC1OCCO1 (2-(2-bromoethyl)-1,3-dioxolane), O (water), solution, C(CCC)[Li] (n-butyllithium). The solvent is O1CCCC1 (tetrahydrofuran), CCCCCC (hexane). Yields the product C(C)OP(=O)(C1N(C2=CC=CC=C2C(=C1)CCC1OCCO1)C(=O)OCC)OCC (Ethyl 2-(diethoxyphosphinyl)-4-(2-(1,3-dioxolan-2-yl) ethyl)-1(2H)-quinoline carboxylate). Yield: 62.7%. Reaction SMILES: [CH2:1]([Li])[CH2:2]CC.[CH2:6]([O:8][P:9]([CH:14]1[CH:23]=[CH:22][C:21]2[C:16](=[CH:17][CH:18]=[CH:19][CH:20]=2)[N:15]1[C:24]([O-:26])=[O:25])([O:11][CH2:12][CH3:13])=[O:10])[CH3:7].Br[CH2:28][CH2:29][CH:30]1[O:34][CH2:33][CH2:32][O:31]1.O>CCCCCC.O1CCCC1>[CH2:6]([O:8][P:9]([O:11][CH2:12][CH3:13])([CH:14]1[CH:23]=[C:22]([CH2:28][CH2:29][CH:30]2[O:34][CH2:33][CH2:32][O:31]2)[C:21]2[C:16](=[CH:17][CH:18]=[CH:19][CH:20]=2)[N:15]1[C:24]([O:26][CH2:1][CH3:2])=[O:25])=[O:10])[CH3:7]. Procedure: 75 ml of a 1.6 M solution of n-butyllithium in hexane is added at -78° C., to a solution containing 33.933 g of ethyl 2-(diethoxyphosphinyl-1(2H)-quinoline carboxylate in 500 ml of tetrahydrofuran. Next 18 ml of 2-(2-bromoethyl)-1,3-dioxolane is added. The reaction medium is allowed to return to ambient temperature, then maintained under agitation for 5 hours. 300 ml of water is added, followed by agitation and decanting. The organic phase is washed with water and dried followed by filtration an... The solvent is ClC1=CC=CC=C1 (monochlorobenzene). Reactants: C(CCCCCCC)(=O)O (octanoic acid), C(=O)(Cl)Cl (phosgene), anhydride. Reaction conditions: temperature 25 celsius, time 2 hour. The product is C(CCCCCCC)(=O)Cl (octanoyl chloride). Procedure details: 86.6 g (0.6 mol) of octanoic acid and 890 g of monochlorobenzene are introduced into the reactor and 600 g (6.07 mol) of phosgene are then added over about 30 minutes, while maintaining the temperature of the reaction medium at a maximum of 25° C. The set pressure is adjusted to 10.5 bar relative and the reaction medium is heated. After two hours, the level of residual acid is about 1 mol %, the level of residual anhydride is zero and the level of octanoyl chloride obtained is 99 mol %. RXN SMILES: [C:1]([OH:10])(=O)[CH2:2][CH2:3][CH2:4][CH2:5][CH2:6][CH2:7][CH3:8].C(Cl)([Cl:13])=O>ClC1C=CC=CC=1>[C:1]([Cl:13])(=[O:10])[CH2:2][CH2:3][CH2:4][CH2:5][CH2:6][CH2:7][CH3:8]. The reactants are [H-].[Al+3].[Li+].[H-].[H-].[H-] (Lithium aluminum hydride), O (water), [OH-].[Na+] (sodium hydroxide), O=C1NC=2C=CC=CC2C=2C1=NN(C2CC(=O)OCC)C2=CC=CC=C2 (Ethyl (4-oxo-2-phenyl-4,5-dihydro-2H-pyrazolo[3,4-c]quinolin-1-yl)acetate), [H-].[Al+3].[Li+].[H-].[H-].[H-] (lithium aluminum hydride), O (water). The solvent is O1CCCC1 (tetrahydrofuran). Run at temperature 0 celsius, time 8 hour. Product: OCCC=1N(N=C2C(NC=3C=CC=CC3C21)=O)C2=CC=CC=C2 (1-(2-hydroxyethyl)-2-phenyl-2,5-dihydro-4H-pyrazolo[3,4-c]quinolin-4-one). Isolated yield 48.0%. Reaction SMILES: [O:1]=[C:2]1[C:11]2=[N:12][N:13]([C:21]3[CH:26]=[CH:25][CH:24]=[CH:23][CH:22]=3)[C:14]([CH2:15][C:16](OCC)=[O:17])=[C:10]2[C:9]2[CH:8]=[CH:7][CH:6]=[CH:5][C:4]=2[NH:3]1.[H-].[Al+3].[Li+].[H-].[H-].[H-].O.[OH-].[Na+]>O1CCCC1>[OH:17][CH2:16][CH2:15][C:14]1[N:13]([C:21]2[CH:26]=[CH:25][CH:24]=[CH:23][CH:22]=2)[N:12]=[C:11]2[C:10]=1[C:9]1[CH:8]=[CH:7][CH:6]=[CH:5][C:4]=1[NH:3][C:2]2=[O:1] |f:1.2.3.4.5.6,8.9|. Procedure: Ethyl (4-oxo-2-phenyl-4,5-dihydro-2H-pyrazolo[3,4-c]quinolin-1-yl)acetate (0.500 g, 1.44 mmol) was dissolved in 15 mL of tetrahydrofuran and cooled to 0° C. Lithium aluminum hydride (55 mg, 1.44) was added. The mixture was allowed to stir overnight, slowly warming to ambient temperature. An additional 55 mg of lithium aluminum hydride was added, and the mixture was stirred for 24 hours at ambient temperature. 0.15 mL of water, followed by 0.15 mL of 2 N aqueous sodium hydroxide and 0.45 mL of wa... The reactants are CO, COC(=O)c1ccc(S(C)(=O)=O)c(C2=NOCC2)c1Cl, [Na+], [OH-]. Yields the product CS(=O)(=O)c1ccc(C(=O)O)c(Cl)c1C1=NOCC1. RXN SMILES: [CH3:23][OH:24].[Cl:3][c:4]1[c:5]([C:6](=[O:7])[O:8][CH3:9])[cH:10][cH:11][c:12]([S:19](=[O:20])(=[O:21])[CH3:22])[c:13]1[C:14]1=[N:15][O:16][CH2:17][CH2:18]1.[Na+:2].[OH-:1]>>[Cl:3][c:4]1[c:5]([C:6](=[O:7])[OH:8])[cH:10][cH:11][c:12]([S:19](=[O:20])(=[O:21])[CH3:22])[c:13]1[C:14]1=[N:15][O:16][CH2:17][CH2:18]1. Reactants: CC1=NC=CC(=C1)NC(=O)C1=NC(=CC(=C1)B1OC(C(O1)(C)C)(C)C)C (6-Methyl-4-(4,4,5,5-tetramethyl-[1,3,2]dioxaborolan-2-yl)-pyridine-2-carboxylic acid (2-methyl-pyridin-4-yl)-amide), BrC1=CC(=NC=C1)C (4-Bromo-2-methylpyridine). The product is CC1=NC=CC(=C1)NC(=O)C1=NC(=CC(=C1)C1=CC(=NC=C1)C)C (6,2′-Dimethyl-[4,4′]bipyridinyl-2-carboxylic acid (2-methyl-pyridin-4-yl)-amide). As a reaction SMILES: [CH3:1][C:2]1[CH:7]=[C:6]([NH:8][C:9]([C:11]2[CH:16]=[C:15](B3OC(C)(C)C(C)(C)O3)[CH:14]=[C:13]([CH3:26])[N:12]=2)=[O:10])[CH:5]=[CH:4][N:3]=1.Br[C:28]1[CH:33]=[CH:32][N:31]=[C:30]([CH3:34])[CH:29]=1>>[CH3:1][C:2]1[CH:7]=[C:6]([NH:8][C:9]([C:11]2[CH:16]=[C:15]([C:28]3[CH:33]=[CH:32][N:31]=[C:30]([CH3:34])[CH:29]=3)[CH:14]=[C:13]([CH3:26])[N:12]=2)=[O:10])[CH:5]=[CH:4][N:3]=1. Procedure: The title compound, was prepared from 6-Methyl-4-(4,4,5,5-tetramethyl-[1,3,2]dioxaborolan-2-yl)-pyridine-2-carboxylic acid (2-methyl-pyridin-4-yl)-amide in accordance with the general method of example 131, step 2 using 4-Bromo-2-methylpyridine instead of 3-Trifluoromethyl-5-bromopyridine to yield the final compound as a colorless amorphous, MS (ISP): m/e=319.2 (M+H)+.